Dataset: the Open Reaction Database (ORD), a public repository of structured organic reaction records. Task: describe an organic reaction: reactants, conditions, products, and yield Starting materials: BrCc1ccccc1, O=C([O-])[O-], CCOC(=O)Nc1cc(Br)nc(Br)c1[N+](=O)[O-], CC(C)=O, [I-], [K+], [K+], [Na+]. Yields the product CCOC(=O)N(Cc1ccccc1)c1cc(Br)nc(Br)c1[N+](=O)[O-]. RXN SMILES: [Br:24][CH2:25][c:26]1[cH:27][cH:28][cH:29][cH:30][cH:31]1.[C:1](=[O:2])([O-:3])[O-:4].[CH2:7]([CH3:8])[O:9][C:10]([NH:11][c:12]1[c:13]([N+:20](=[O:21])[O-:22])[c:14]([Br:19])[n:15][c:16]([Br:18])[cH:17]1)=[O:23].[CH3:34][C:35](=[O:36])[CH3:37].[I-:33].[K+:5].[K+:6].[Na+:32]>>[CH2:7]([CH3:8])[O:9][C:10]([N:11]([c:12]1[c:13]([N+:20](=[O:21])[O-:22])[c:14]([Br:19])[n:15][c:16]([Br:18])[cH:17]1)[CH2:25][c:26]1[cH:27][cH:28][cH:29][cH:30][cH:31]1)=[O:23]. The reactants are C(C)(=O)NC1=NC=C(C=C1F)Cl (2-acetylamino-5-chloro-3-fluoropyridine), C(=O)N1CCOCC1 (4-formylmorpholine), lithium hexamethyldisilazide THF. Solvent: C1CCOC1 (THF). Reaction conditions: temperature -20 celsius, time 2 hour. The product is C(C)(=O)NC1=NC=C(C(=C1F)C=O)Cl (2-acetylamino-5-chloro-3-fluoro-4-formylpyridine). RXN SMILES: [C:1]([NH:4][C:5]1[C:10]([F:11])=[CH:9][C:8]([Cl:12])=[CH:7][N:6]=1)(=[O:3])[CH3:2].[CH:13](N1CCOCC1)=[O:14]>C1COCC1>[C:1]([NH:4][C:5]1[C:10]([F:11])=[C:9]([CH:13]=[O:14])[C:8]([Cl:12])=[CH:7][N:6]=1)(=[O:3])[CH3:2]. Procedure: Under a nitrogen atmosphere, 2-acetylamino-5-chloro-3-fluoropyridine (20 mg, 0.11 mmol) and 4-formylmorpholine (64 μL, 0.64 mmol) were dissolved in THF (0.2 mL) at room temperature. The solution was cooled to −20° C., a 1.0 M lithium hexamethyldisilazide THF solution (244 μL, 0.24 mmol) was added dropwise, and the mixture was stirred for 2 hours at that temperature. The reaction mixture was subjected to HPLC analysis under the following conditions, and the purity and conversion rate were calcula...